From a dataset of the Open Reaction Database (ORD), a public repository of structured organic reaction records. describe an organic reaction: reactants, conditions, products, and yield Starting materials: C(C)N(CCOC=1C=CC2=CC3=CC=C(C=C3N=C2C1)OCCN(CC)CC)CC (3,6-bis(2-diethylaminoethoxy)acridine), [Cl-].[Zn+2].[Cl-] (zinc chloride). Run in C(C)O (ethanol). Yields the product [Cl-].[Zn+2].C(C)N(CCOC=1C=CC2=CC3=CC=C(C=C3N=C2C1)OCCN(CC)CC)CC.[Cl-] (3,6-bis(2-diethylaminoethoxy)acridine zinc chloride). As a reaction SMILES: [CH2:1]([N:3]([CH2:29][CH3:30])[CH2:4][CH2:5][O:6][C:7]1[CH:8]=[CH:9][C:10]2[C:19]([CH:20]=1)=[N:18][C:17]1[C:12](=[CH:13][CH:14]=[C:15]([O:21][CH2:22][CH2:23][N:24]([CH2:27][CH3:28])[CH2:25][CH3:26])[CH:16]=1)[CH:11]=2)[CH3:2].[Cl-:31].[Zn+2:32].[Cl-]>C(O)C>[Cl-:31].[Zn+2:32].[CH2:27]([N:24]([CH2:25][CH3:26])[CH2:23][CH2:22][O:21][C:15]1[CH:14]=[CH:13][C:12]2[C:17]([CH:16]=1)=[N:18][C:19]1[C:10](=[CH:9][CH:8]=[C:7]([O:6][CH2:5][CH2:4][N:3]([CH2:29][CH3:30])[CH2:1][CH3:2])[CH:20]=1)[CH:11]=2)[CH3:28].[Cl-:31] |f:1.2.3,5.6.7.8|. Procedure details: A suspension of 3,6-bis(2-diethylaminoethoxy)acridine free base and one equivalent of zinc chloride in ethanol is refluxed for 2 hours. The mixture is precipitated with ethyl acetate giving the 1:1 complex. Reactants: BrC1=C2C=CC=NC2=CC=C1 (5-bromoquinoline), CN(C)C=O (DMF). Reagents/catalysts: [C-]#N.[Zn+2].[C-]#N (zinc cyanide), C=1C=CC(=CC1)[P](C=2C=CC=CC2)(C=3C=CC=CC3)[Pd]([P](C=4C=CC=CC4)(C=5C=CC=CC5)C=6C=CC=CC6)([P](C=7C=CC=CC7)(C=8C=CC=CC8)C=9C=CC=CC9)[P](C=1C=CC=CC1)(C=1C=CC=CC1)C=1C=CC=CC1 (tetrakis(triphenylphosphine)palladium(0)). The solvent is C1(=CC=CC=C1)C (toluene). Run at time 66 hour. Yields the product N1=CC=CC=2C(=CC=CC12)C#N (5-quinolinecarbonitrile). Reaction SMILES: Br[C:2]1[CH:11]=[CH:10][CH:9]=[C:8]2[C:3]=1[CH:4]=[CH:5][CH:6]=[N:7]2.[CH3:12][N:13](C=O)C>C1(C)C=CC=CC=1.[C-]#N.[Zn+2].[C-]#N.C1C=CC([P]([Pd]([P](C2C=CC=CC=2)(C2C=CC=CC=2)C2C=CC=CC=2)([P](C2C=CC=CC=2)(C2C=CC=CC=2)C2C=CC=CC=2)[P](C2C=CC=CC=2)(C2C=CC=CC=2)C2C=CC=CC=2)(C2C=CC=CC=2)C2C=CC=CC=2)=CC=1>[N:7]1[C:8]2[CH:9]=[CH:10][CH:11]=[C:2]([C:12]#[N:13])[C:3]=2[CH:4]=[CH:5][CH:6]=1 |f:3.4.5,^1:32,34,53,72|. Reported procedure: To a solution of 0.1810 g (0.870 mmol) 10 in 5 mL DMF was added 0.0630 g (0.54 mmol) zinc cyanide and 0.0640 g (0.055 mmol) tetrakis(triphenylphosphine)palladium(0). After 66 h under argon at 80° C., the reaction mixture was cooled to room temperature, diluted with 40 mL toluene and washed with 10 mL 2N NH4H. The aqueous layer was extracted with 10 mL toluene. The combined organic layers were washed with 10 mL brine, dried over Na2SO4, filtered and concentrated in vacuo. Purification by flash ch... The reactants are C[O-], CO, CC(C)N(CCNc1cc([N+](=O)[O-])cc[n+]1[O-])C(C)C, [Na+]. The product is COc1cc[n+]([O-])c(NCCN(C(C)C)C(C)C)c1. As a reaction SMILES: [CH3:21][O-:22].[CH3:24][OH:25].[CH:1]([CH3:2])([CH3:3])[N:4]([CH2:5][CH2:6][NH:7][c:8]1[n+:9]([O-:17])[cH:10][cH:11][c:12]([N+:14]([O-:15])=[O:16])[cH:13]1)[CH:18]([CH3:19])[CH3:20].[Na+:23]>>[CH:1]([CH3:2])([CH3:3])[N:4]([CH2:5][CH2:6][NH:7][c:8]1[n+:9]([O-:17])[cH:10][cH:11][c:12]([O:22][CH3:21])[cH:13]1)[CH:18]([CH3:19])[CH3:20]. Starting materials: C(C)(=O)N1CCC2=CC(=C(C=C12)[N+](=O)[O-])NC(C)=O (1-acetyl-5-acetamido-6-nitroindoline), Cl (hydrochloric acid). The product is NC=1C=C2CCNC2=CC1[N+](=O)[O-] (5-amino-6-nitroindoline). RXN SMILES: C([N:4]1[C:12]2[C:7](=[CH:8][C:9]([NH:16]C(=O)C)=[C:10]([N+:13]([O-:15])=[O:14])[CH:11]=2)[CH2:6][CH2:5]1)(=O)C.Cl>>[NH2:16][C:9]1[CH:8]=[C:7]2[C:12](=[CH:11][C:10]=1[N+:13]([O-:15])=[O:14])[NH:4][CH2:5][CH2:6]2. Reported procedure: Product B is deacetylated by refluxing with 85 ml. conc. hydrochloric acid for 1 hr. 30 min. The whole is evaporated extracted with 400 ml. hot methanol, neutralized with excess ammonium hydroxide and filtered. The product is dissolved in 500 ml. ethyl acetate, treated with activated charcoal and saturated with HCl gas. The product is further purified by mixing with water and activated charcoal, and filtered. The filtrate containing the salt of the product is placed under nitrogen, neutralized w... The product is CCOC(=O)c1cnc(Sc2ccccc2)s1. RXN SMILES: [Br:1][c:2]1[s:3][c:4]([C:7](=[O:8])[O:9][CH2:10][CH3:11])[cH:5][n:6]1.[CH3:25][CH2:26][OH:27].[K+:12].[K+:13].[O-:14][C:15]([O-:16])=[O:17].[SH:18][c:19]1[cH:20][cH:21][cH:22][cH:23][cH:24]1>>[c:2]1([S:18][c:19]2[cH:20][cH:21][cH:22][cH:23][cH:24]2)[s:3][c:4]([C:7](=[O:8])[O:9][CH2:10][CH3:11])[cH:5][n:6]1. Starting materials: CCOC(=O)c1cnc(Br)s1, CCO, [K+], [K+], O=C([O-])[O-], Sc1ccccc1. Reagents/catalysts: Catalyst E, Catalyst F, catalyst. As a reaction SMILES: [CH2:1]=[CH:2][CH3:3].C=C.C=CC.[CH2:9]=[CH:10][CH2:11][CH2:12][CH2:13][CH2:14][CH2:15][CH3:16].C=C.C=CCCCCCC.B([O-])([O-])[O-].[H][H]>>[CH2:1]=[CH:2][CH3:3].[CH2:9]=[CH:10][CH2:11][CH2:12][CH2:13][CH2:14][CH2:15][CH3:16] |f:2.3.4,8.9|. Run at temperature 55 celsius. Procedure details: The general procedure for the 1 gallon continuous solution polymerization outlined in Example 6 is employed, except that propylene and a small amount of ethylene are used instead of ethylene in order to prepare an isotactic propylene/1-octene/ethylene interpolymer. For this example, the reactor temperature is 55 degrees C., propylene is fed into the reactor at 19.97 pounds/hour, ethylene is metered into the reactor at 0.14 pounds per hour, octene is fed at 4.99 pounds/hour, and ISOPAR E solvent ... The product is C=CC.C=CCCCCCC (Propylene/1-Octene). The reactants are continuous solution, [H][H] (Hydrogen), C=C (ethylene), C=CC.C=CCCCCCC.C=C (propylene/1-octene ethylene), C=CCCCCCC (octene), B([O-])([O-])[O-] (borate), C=C (ethylene), C=CC (propylene), C=C (ethylene), C=CC (propylene). As a reaction SMILES: [CH3:1][C:2]1[CH:3]=[C:4]([CH:12]=[CH:13][CH:14]=1)[C:5]([NH:7][CH2:8][C:9]([OH:11])=O)=[O:6].CCN=C=NCCCN(C)C.O.ON1C2C=CC=CC=2N=N1.Cl.Cl.[Cl:39][C:40]1[CH:53]=[CH:52][C:43]([CH2:44][N:45]2[CH2:50][CH2:49][CH2:48][CH:47]([NH2:51])[CH2:46]2)=[CH:42][CH:41]=1>C(N(CC)CC)C.C(Cl)(Cl)Cl>[Cl:39][C:40]1[CH:41]=[CH:42][C:43]([CH2:44][N:45]2[CH2:50][CH2:49][CH2:48][CH:47]([NH:51][C:9](=[O:11])[CH2:8][NH:7][C:5](=[O:6])[C:4]3[CH:12]=[CH:13][CH:14]=[C:2]([CH3:1])[CH:3]=3)[CH2:46]2)=[CH:52][CH:53]=1 |f:2.3,4.5.6|. Reported procedure: N-(3-Methylbenzoyl)glycine (10.6 mg, 0.055 mmol), EDCI (10.5 mg) and 1-hydroxybenzotriazole hydrate (7.4 g) were added to a chloroform (2.5 mL) solution of 1-(4-chlorobenzyl)-3-aminopiperidine dihydrochloride (1.49 mg, 0.050 mmol) and triethylamine (15.2 mg). The resulting reaction mixture was stirred at 25° C. for 16 hours and washed with a 2 N aqueous solution of NaOH (2 mL×2) and brine (1 mL). After filtration through a PTFE membrane, the solvent was removed under reduced pressure to provide ... Run in C(C)N(CC)CC (triethylamine), C(Cl)(Cl)Cl (chloroform). Run at temperature 25 celsius, time 16 hour. Reactants: CC=1C=C(C(=O)NCC(=O)O)C=CC1 (N-(3-Methylbenzoyl)glycine), CCN=C=NCCCN(C)C (EDCI), O.ON1N=NC2=C1C=CC=C2 (1-hydroxybenzotriazole hydrate), Cl.Cl.ClC1=CC=C(CN2CC(CCC2)N)C=C1 (1-(4-chlorobenzyl)-3-aminopiperidine dihydrochloride). The product is ClC1=CC=C(CN2CC(CCC2)NC(CNC(C2=CC(=CC=C2)C)=O)=O)C=C1 (1-(4-chlorobenzyl)-3-[[N-(3-methylbenzoyl)glycyl]amino]piperidine).